This data is from the Open Reaction Database (ORD), a public repository of structured organic reaction records. The task is: describe an organic reaction: reactants, conditions, products, and yield Reactants: C1(CCCCC1)NC=1C2=C(N=CC1C1=NOC3(C1)CSCC3)N(N=C2)CC (N-cyclohexyl-1-ethyl-5-(1-oxa-7-thia-2-azaspiro[4.4]non-2-en-3-yl)-1H-pyrazolo[3,4-b]pyridin-4-amine), O (Water), I(=O)(=O)(=O)[O-].[Na+] (Sodium periodate). Run in CO (methanol). Run at time 5 minute. Product: C1(CCCCC1)NC=1C2=C(N=CC1C1=NOC3(C1)CS(CC3)=O)N(N=C2)CC (N-cyclohexyl-1-ethyl-5-(7-oxido-1-oxa-7-thia-2-azaspiro[4.4]non-2-en-3-yl)-1H-pyrazolo[3,4-b]pyridin-4-amine). RXN SMILES: [CH:1]1([NH:7][C:8]2[C:9]3[CH:25]=[N:24][N:23]([CH2:26][CH3:27])[C:10]=3[N:11]=[CH:12][C:13]=2[C:14]2[CH2:18][C:17]3([CH2:22][CH2:21][S:20][CH2:19]3)[O:16][N:15]=2)[CH2:6][CH2:5][CH2:4][CH2:3][CH2:2]1.O.I([O-])(=O)(=O)=[O:30].[Na+]>CO>[CH:1]1([NH:7][C:8]2[C:9]3[CH:25]=[N:24][N:23]([CH2:26][CH3:27])[C:10]=3[N:11]=[CH:12][C:13]=2[C:14]2[CH2:18][C:17]3([CH2:22][CH2:21][S:20](=[O:30])[CH2:19]3)[O:16][N:15]=2)[CH2:2][CH2:3][CH2:4][CH2:5][CH2:6]1 |f:2.3|. Procedure: N-cyclohexyl-1-ethyl-5-(1-oxa-7-thia-2-azaspiro[4.4]non-2-en-3-yl)-1H-pyrazolo[3,4-b]pyridin-4-amine (70 mg, 0.00018 mole) (example 13) was taken in methanol and stirring was done for about five minutes. Water (1 ml) was added. Sodium periodate (38 mg, 0.00018 mole) was added. The reaction mixture was stirred at room temperature for about 5 h. Filtration was done and the residue was washed with dichloromethane. The organic layer was dried over anhydrous sodium sulphate and concentrated in vacuo....